Dataset: the Open Reaction Database (ORD), a public repository of structured organic reaction records. Task: describe an organic reaction: reactants, conditions, products, and yield Reactants: ice, C(C(C)C)NC(=O)C1=CC2=C(NC(=N2)C2=NNC3=CC=CC=C23)C=C1 (2-(1H-Indazol-3-yl)-1H-benzimidazole-5-carboxylic acid N-(isobutyl)amide), C1(=C(C=CC=C1)N)N (o-phenylenediamine), S([O-])(O)=O.[Na+] (sodium bisulfite). Run in CN(C=O)C (dimethylformamide). The product is N1N=C(C=C1)C1=NC2=C(N1)C=CC=C2 (2-(1H-pyrazol-3yl)-1H-benzoimidazole). Yield: 121.5%. RXN SMILES: C(NC([C:8]1[CH:25]=[CH:24][C:11]2[NH:12][C:13]([C:15]3[C:23]4[C:18](=CC=CC=4)[NH:17][N:16]=3)=[N:14][C:10]=2[CH:9]=1)=O)C(C)C.C1(N)C=CC=CC=1N.S(=O)(O)[O-].[Na+]>CN(C)C=O>[NH:17]1[CH:18]=[CH:23][C:15]([C:13]2[NH:12][C:11]3[CH:24]=[CH:25][CH:8]=[CH:9][C:10]=3[N:14]=2)=[N:16]1 |f:2.3|. Reported procedure: A mixture of 1H-pyrazole-3-carbaldehyde (0.961 g, Reference Example 10), o-phenylenediamine (0.973 g), sodium bisulfite (1.898 g) and dry dimethylformamide (10 mL) was stirred at reflux for 2 hours, then cooled to room temperature and then poured onto cracked ice (35 g). The mixture was filtered and the solid was washed with aqueous sodium bicarbonate and then with water. The solid was vacuum dried at 70° C. and then recrystallised from ethanol to give 2-(1H-pyrazol-3yl)-1H-benzoimidazole (0.645... Solvent: CC(=O)C (acetone). Starting materials: C(C)(C)(C)OC1=CC=C(C=C)C=C1 (p-tert-butoxystyrene), C(C)(C)(C)C1=CC=C(C=C)C=C1 (p-tert-butylstyrene), CO (methanol). Reaction SMILES: [C:1]([O:5][C:6]1[CH:13]=[CH:12][C:9]([CH:10]=[CH2:11])=[CH:8][CH:7]=1)([CH3:4])([CH3:3])[CH3:2].[C:14]([C:18]1[CH:25]=[CH:24][C:21]([CH:22]=[CH2:23])=[CH:20][CH:19]=1)([CH3:17])([CH3:16])[CH3:15].CO>CC(C)=O>[C:1]([O:5][C:6]1[CH:7]=[CH:8][C:9]([CH:10]=[CH2:11])=[CH:12][CH:13]=1)([CH3:4])([CH3:2])[CH3:3].[C:14]([C:18]1[CH:19]=[CH:20][C:21]([CH:22]=[CH2:23])=[CH:24][CH:25]=1)([CH3:17])([CH3:15])[CH3:16] |f:4.5|. The product is C(C)(C)(C)OC1=CC=C(C=C)C=C1.C(C)(C)(C)C1=CC=C(C=C)C=C1 (p-tert-butoxystyrene p-tert-butylstyrene). Procedure: With the use of 100 g (0.567 mole) of p-tert-butoxystyrene and 5.3 g (0.03 mole) of p-tert-butylstyrene, the same polymerization reaction and after-treatment as described in Production Example 2-(1) were conducted. Then, the resulting viscous resinous material was dissolved in 300 g of acetone and poured into 2000 ml of 50% aqueous methanol solution and precipitated resin was subjected to decantation. This process step was conducted further twice, and the resultant was dried under reduced pressu... Yields the product O=C(CO)Nc1cccc(C(F)(F)F)c1. The reactants are O=C(COCc1ccccc1)Nc1cccc(C(F)(F)F)c1, CO. Reaction SMILES: [CH2:1]([c:2]1[cH:3][cH:4][cH:5][cH:6][cH:7]1)[O:8][CH2:9][C:10](=[O:11])[NH:12][c:13]1[cH:14][c:15]([C:19]([F:20])([F:21])[F:22])[cH:16][cH:17][cH:18]1.[CH3:23][OH:24]>>[OH:8][CH2:9][C:10](=[O:11])[NH:12][c:13]1[cH:14][c:15]([C:19]([F:20])([F:21])[F:22])[cH:16][cH:17][cH:18]1. The solvent is C(C)O (ethanol). The product is COC=1C=C(C=CC1N1C=NC(=C1)C)NC=1SC=C(N1)C(=O)O (2-[3-Methoxy-4-(4-methyl-imidazol-1-yl)-phenylamino]-thiazole-4-carboxylic acid). Yield: 232.4%. Procedure: A mixture of 2-[3-methoxy-4-(4-methyl-imidazol-1-yl)-phenylamino]-thiazole-4-carboxylic acid ethyl ester (210 mg, 0.586 mmol), KOH (3M in water, 1172 1, 3.52 mmol) and ethanol (3 ml) was heated to 90° C. for 12 h and then cooled to 0° C. An aqueous HCl solution (1 N) was added until pH7. The solvents were evaporated, toluene was added to the residue and evaporated again to yield the title compound as light brown solid (450 mg (purity 43%), 100%) . Reaction conditions: temperature 90 celsius. Reaction SMILES: C([O:3][C:4]([C:6]1[N:7]=[C:8]([NH:11][C:12]2[CH:17]=[CH:16][C:15]([N:18]3[CH:22]=[C:21]([CH3:23])[N:20]=[CH:19]3)=[C:14]([O:24][CH3:25])[CH:13]=2)[S:9][CH:10]=1)=[O:5])C.[OH-].[K+].Cl>C(O)C>[CH3:25][O:24][C:14]1[CH:13]=[C:12]([NH:11][C:8]2[S:9][CH:10]=[C:6]([C:4]([OH:5])=[O:3])[N:7]=2)[CH:17]=[CH:16][C:15]=1[N:18]1[CH:22]=[C:21]([CH3:23])[N:20]=[CH:19]1 |f:1.2|. Reactants: C(C)OC(=O)C=1N=C(SC1)NC1=CC(=C(C=C1)N1C=NC(=C1)C)OC (2-[3-methoxy-4-(4-methyl-imidazol-1-yl)-phenylamino]-thiazole-4-carboxylic acid ethyl ester), [OH-].[K+] (KOH), Cl (HCl). Starting materials: CSc1ccc(C(=CCOc2ccc(OCC(=O)O)c(C)c2)c2ccc(C#CCN3CCOCC3)cc2)cc1, CC(=O)O, O, OO. Yields the product Cc1cc(OCC=C(c2ccc(C#CCN3CCOCC3)cc2)c2ccc(S(C)=O)cc2)ccc1OCC(=O)O. As a reaction SMILES: [CH3:3][c:4]1[c:5]([O:6][CH2:7][C:8](=[O:9])[OH:10])[cH:11][cH:12][c:13]([O:15][CH2:16][CH:17]=[C:18]([c:19]2[cH:20][cH:21][c:22]([C:25]#[C:26][CH2:27][N:28]3[CH2:29][CH2:30][O:31][CH2:32][CH2:33]3)[cH:23][cH:24]2)[c:34]2[cH:35][cH:36][c:37]([S:40][CH3:41])[cH:38][cH:39]2)[cH:14]1.[CH3:42][C:43](=[O:44])[OH:45].[OH2:46].[OH:1][OH:2]>>[O:1]=[S:40]([c:37]1[cH:36][cH:35][c:34]([C:18](=[CH:17][CH2:16][O:15][c:13]2[cH:12][cH:11][c:5]([O:6][CH2:7][C:8](=[O:9])[OH:10])[c:4]([CH3:3])[cH:14]2)[c:19]2[cH:20][cH:21][c:22]([C:25]#[C:26][CH2:27][N:28]3[CH2:29][CH2:30][O:31][CH2:32][CH2:33]3)[cH:23][cH:24]2)[cH:39][cH:38]1)[CH3:41]. Starting materials: CC(=O)CI, CCOP(OCC)OCC. Product: CCOP(=O)(CC(C)=O)OCC. RXN SMILES: [I:1][CH2:2][C:3]([CH3:4])=[O:5].[P:6]([O:7][CH2:8][CH3:9])([O:10][CH2:11][CH3:12])[O:13][CH2:14][CH3:15]>>[CH2:2]([C:3]([CH3:4])=[O:5])[P:6]([O:7][CH2:8][CH3:9])([O:10][CH2:11][CH3:12])=[O:13].